describe an organic reaction: reactants, conditions, products, and yield From a dataset of the Open Reaction Database (ORD), a public repository of structured organic reaction records. Reactants: O=C([O-])[O-], CCI, CCCC[N+](CCCC)(CCCC)CCCC, Cc1ccccc1, [K+], [K+], [K+], [OH-], O=S(=O)([O-])O, c1ccc2c(c1)Nc1ccccc1O2. Yields the product CCN1c2ccccc2Oc2ccccc21. RXN SMILES: [C:17](=[O:18])([O-:19])[O-:20].[CH2:23]([CH3:24])[I:25].[CH2:31]([N+:32]([CH2:33][CH2:34][CH2:35][CH3:36])([CH2:37][CH2:38][CH2:39][CH3:40])[CH2:41][CH2:42][CH2:43][CH3:44])[CH2:45][CH2:46][CH3:47].[CH3:48][c:49]1[cH:50][cH:51][cH:52][cH:53][cH:54]1.[K+:16].[K+:21].[K+:22].[OH-:15].[S:26]([O-:27])([OH:28])(=[O:29])=[O:30].[cH:1]1[cH:2][cH:3][cH:4][c:5]2[c:14]1[NH:13][c:12]1[c:7]([cH:8][cH:9][cH:10][cH:11]1)[O:6]2>>[cH:1]1[cH:2][cH:3][cH:4][c:5]2[c:14]1[N:13]([CH2:23][CH3:24])[c:12]1[c:7]([cH:8][cH:9][cH:10][cH:11]1)[O:6]2. The reactants are CC(Br)c1ccc(-c2nc3ccccc3o2)c(F)c1, CO, N#C[Na]. Product: CC(C#N)c1ccc(-c2nc3ccccc3o2)c(F)c1. RXN SMILES: [Br:1][CH:2]([CH3:3])[c:4]1[cH:5][c:6]([F:19])[c:7](-[c:10]2[o:11][c:12]3[c:13]([n:14]2)[cH:15][cH:16][cH:17][cH:18]3)[cH:8][cH:9]1.[CH3:23][OH:24].[Na:20][C:21]#[N:22]>>[CH:2]([CH3:3])([c:4]1[cH:5][c:6]([F:19])[c:7](-[c:10]2[o:11][c:12]3[c:13]([n:14]2)[cH:15][cH:16][cH:17][cH:18]3)[cH:8][cH:9]1)[C:21]#[N:22]. Yield: 85.0%. Solvent: C(Cl)(Cl)Cl (chloroform), C(Cl)(Cl)Cl (chloroform). As a reaction SMILES: [Br:1]Br.[CH:3]1([C:6]2[CH:11]=[CH:10][CH:9]=[CH:8][CH:7]=2)[CH2:5][CH2:4]1.S([O-])([O-])=O.[Na+].[Na+].O>C(Cl)(Cl)Cl>[Br:1][C:9]1[CH:10]=[CH:11][C:6]([CH:3]2[CH2:5][CH2:4]2)=[CH:7][CH:8]=1 |f:2.3.4|. Reported procedure: Bromine (12.5 mL, 244 mmol) was dropwise added to a solution of cyclopropylbenzene (25.0 g, 212 mmol) in chloroform (430 mL) with stirring at −78° C. and the mixture was stirred for 45 minutes. A 10% aqueous sodium sulfite solution and water were added to the reaction mixture at −780° C. and chloroform was added thereto to separate it. The thus obtained organic phase was separated, washed with a saturated aqueous NaCl solution and dried over anhydrous magnesium sulfate. After filtration, the sol... Reactants: S(=O)([O-])[O-].[Na+].[Na+] (sodium sulfite), O (water), BrBr (Bromine), C1(CC1)C1=CC=CC=C1 (cyclopropylbenzene). The product is BrC1=CC=C(C=C1)C1CC1 (1-bromo-4-cyclopropylbenzene). Conditions: temperature -78 celsius. Starting materials: Cn1c(-c2ccc(-c3ccccn3)cc2)c(C(=O)O)c(=O)n1-c1ccc(C#N)cc1, O=S(Cl)Cl. Yields the product Cn1c(-c2ccc(-c3ccccn3)cc2)c(C(=O)Cl)c(=O)n1-c1ccc(C#N)cc1. Reaction SMILES: [C:1](#[N:2])[c:3]1[cH:4][cH:5][c:6](-[n:9]2[n:10]([CH3:30])[c:11](-[c:18]3[cH:19][cH:20][c:21](-[c:24]4[n:25][cH:26][cH:27][cH:28][cH:29]4)[cH:22][cH:23]3)[c:12]([C:15](=[O:16])[OH:17])[c:13]2=[O:14])[cH:7][cH:8]1.[S:31]([Cl:32])([Cl:33])=[O:34]>>[C:1](#[N:2])[c:3]1[cH:4][cH:5][c:6](-[n:9]2[n:10]([CH3:30])[c:11](-[c:18]3[cH:19][cH:20][c:21](-[c:24]4[n:25][cH:26][cH:27][cH:28][cH:29]4)[cH:22][cH:23]3)[c:12]([C:15](=[O:16])[Cl:33])[c:13]2=[O:14])[cH:7][cH:8]1. Reactants: C1(=CC=CC2=CC=CC=C12)C(=O)N1C(CCCCC1)=O (N-(1-naphthoyl)caprolactam), C1(CCCCN1)=O (valerolactam). Yields the product C1(=CC=CC2=CC=CC=C12)C(=O)N1C(CCCC1)=O (N-(1-naphthoyl)valerolactam). Reaction SMILES: [C:1]1([C:11]([N:13]2[CH2:19][CH2:18][CH2:17][CH2:16]C[C:14]2=[O:20])=[O:12])[C:10]2[C:5](=[CH:6][CH:7]=[CH:8][CH:9]=2)[CH:4]=[CH:3][CH:2]=1.C1(=O)NCCCC1>>[C:1]1([C:11]([N:13]2[CH2:19][CH2:18][CH2:17][CH2:16][C:14]2=[O:20])=[O:12])[C:10]2[C:5](=[CH:6][CH:7]=[CH:8][CH:9]=2)[CH:4]=[CH:3][CH:2]=1. Reported procedure: Synthesized as for N-(1-naphthoyl)caprolactam (Example XVII) using valerolactam (Aldrich) in place of caprolactam. Starting materials: [OH-].[Na+] (NaOH), C(C)OC=1C=NC(=NC1)C1=CC=C(C=C1)OCCCCCCCC (5-ethoxy-2-(4-octyloxyphenyl)pyrimidine), O (water), C(C)(=O)O (acetic acid). The solvent is C(COCCO)O (diethylene glycol). Product: OC=1C=NC(=NC1)C1=CC=C(C=C1)OCCCCCCCC (5-hydroxy-2-(4-octyloxyphenyl)pyrimidine). The yield is 66.1%. As a reaction SMILES: [OH-].[Na+].C([O:5][C:6]1[CH:7]=[N:8][C:9]([C:12]2[CH:17]=[CH:16][C:15]([O:18][CH2:19][CH2:20][CH2:21][CH2:22][CH2:23][CH2:24][CH2:25][CH3:26])=[CH:14][CH:13]=2)=[N:10][CH:11]=1)C.O.C(O)(=O)C>C(O)COCCO>[OH:5][C:6]1[CH:7]=[N:8][C:9]([C:12]2[CH:17]=[CH:16][C:15]([O:18][CH2:19][CH2:20][CH2:21][CH2:22][CH2:23][CH2:24][CH2:25][CH3:26])=[CH:14][CH:13]=2)=[N:10][CH:11]=1 |f:0.1|. Procedure: NaOH (58.4 g) was added to a solution of 5-ethoxy-2-(4-octyloxyphenyl)pyrimidine (48 g) dissolved in diethylene glycol (300 ml), followed by keeping the mixture at 220° C. for 3 hours, allowing the resulting material to cool down, adding water and acetic acid, filtering off deposited crystals, and recrystallizing from ethanol to obtain 5-hydroxy-2-(4-octyloxyphenyl)pyrimidine (29 g, m.p.: 131.2°-132.5° C.)